Dataset: the Open Reaction Database (ORD), a public repository of structured organic reaction records. Task: describe an organic reaction: reactants, conditions, products, and yield Starting materials: CON(C(=O)C1=CC=CC2=C1SC(=C2Br)C)C (3-bromo-2-methyl-benzo[b]thiophene-7-carboxylic acid methoxy-methyl-amide), C[Mg+].[Br-] (CH3MgBr). Solvent: C1CCOC1 (THF). Run at temperature 0 celsius, time 10 minute. The product is BrC=1C2=C(SC1C)C(=CC=C2)C(C)=O (1-(3-Bromo-2-methyl-benzo[b]thiophen-7-yl)-ethanone). Isolated yield 80.6%. RXN SMILES: CON(C)[C:4]([C:6]1[C:11]2[S:12][C:13]([CH3:16])=[C:14]([Br:15])[C:10]=2[CH:9]=[CH:8][CH:7]=1)=[O:5].[CH3:18][Mg+].[Br-]>C1COCC1>[Br:15][C:14]1[C:10]2[CH:9]=[CH:8][CH:7]=[C:6]([C:4](=[O:5])[CH3:18])[C:11]=2[S:12][C:13]=1[CH3:16] |f:1.2|. Procedure details: A solution of 3-bromo-2-methyl-benzo[b]thiophene-7-carboxylic acid methoxy-methyl-amide (2.02 g, 6.43 mmol) in THF (65 mL) is cooled to 0° C., treated with CH3MgBr (3.0 M, 2.4 mL, 7.1 mmol). The reaction is stirred at 0° C. for 10 min, then at rt for 10 min. It is cooled to 0° C., quenched with sat. NH4C (10 mL); diluted with H2O (20 mL); treated with 0.1 M HCl (20 mL); extracted with EtOAc (2×40 mL). The combined organic layers are dried with Na2SO4, filtered and concentrated. Purification of t... The reactants are CCOC(C)=O, CC(C)c1cc(OCC(C)(C)C(=O)OCc2ccccc2)cc2c1C(=O)N(COC(=O)c1c(Cl)cccc1Cl)S2(=O)=O. Yields the product CC(C)c1cc(OCC(C)(C)C(=O)O)cc2c1C(=O)N(COC(=O)c1c(Cl)cccc1Cl)S2(=O)=O. Reaction SMILES: [CH3:43][CH2:44][O:45][C:46](=[O:47])[CH3:48].[Cl:1][c:2]1[c:3]([C:4](=[O:5])[O:6][CH2:7][N:8]2[S:9](=[O:10])(=[O:11])[c:12]3[cH:13][c:14]([O:23][CH2:24][C:25]([CH3:26])([CH3:27])[C:28](=[O:29])[O:30][CH2:31][c:32]4[cH:33][cH:34][cH:35][cH:36][cH:37]4)[cH:15][c:16]([CH:20]([CH3:21])[CH3:22])[c:17]3[C:18]2=[O:19])[c:38]([Cl:42])[cH:39][cH:40][cH:41]1>>[Cl:1][c:2]1[c:3]([C:4](=[O:5])[O:6][CH2:7][N:8]2[S:9](=[O:10])(=[O:11])[c:12]3[cH:13][c:14]([O:23][CH2:24][C:25]([CH3:26])([CH3:27])[C:28](=[O:29])[OH:30])[cH:15][c:16]([CH:20]([CH3:21])[CH3:22])[c:17]3[C:18]2=[O:19])[c:38]([Cl:42])[cH:39][cH:40][cH:41]1.